From a dataset of the Open Reaction Database (ORD), a public repository of structured organic reaction records. describe an organic reaction: reactants, conditions, products, and yield Starting materials: BrCc1ccccc1, c1cocn1. The product is [Br-], c1ccc(C[n+]2ccoc2)cc1. As a reaction SMILES: [Br:6][CH2:7][c:8]1[cH:9][cH:10][cH:11][cH:12][cH:13]1.[o:1]1[cH:2][n:3][cH:4][cH:5]1>>[Br-:6].[o:1]1[cH:2][n+:3]([CH2:7][c:8]2[cH:9][cH:10][cH:11][cH:12][cH:13]2)[cH:4][cH:5]1. The reactants are N1=C(C=CC=C1)C=O (pyridine-carboxaldehyde), C(C)(=O)[O-].[NH4+] (ammonium acetate), substituted or heterocyclic substituted β-amino, pyridyl, aldehyde, pyridyl β-amino, C(CC(=O)O)(=O)O (malonic acid). The solvent is C(C)(C)O (isopropanol). Yields the product NC(CC(=O)O)C=1C=NC=CC1 (3-amino-3-(3-pyridyl)propionic acid). As a reaction SMILES: [N:1]1[CH:6]=[CH:5][CH:4]=[CH:3][C:2]=1C=O.C([O-])(=O)C.[NH4+:13].[C:14](O)(=O)[CH2:15][C:16]([OH:18])=[O:17]>C(O)(C)C>[NH2:13][CH:14]([C:5]1[CH:6]=[N:1][CH:2]=[CH:3][CH:4]=1)[CH2:15][C:16]([OH:18])=[O:17] |f:1.2|. Reported procedure: Scheme I describes a synthesis of a pyridyl β-amino acid which can be used to synthesize compounds of the present invention wherein R1 is pyridyl. The reaction can be modified using conventional methodology to prepare other aroma substituted or heterocyclic substituted β-amino acids by substitution of the pyridyl carboxaldehyde with any other appropriate aldehyde. Briefly, in Scheme I to pyridine-carboxaldehyde in isopropanol is added ammonium acetate followed by malonic acid. The reaction mixtu... Starting materials: O=c1c2c(Cl)cccc2nc(CCl)n1-c1ccccc1F, [K+], [K+], Nc1ncnc2[nH]cnc12, O=C([O-])[O-], CN(C)C=O. Yields the product Nc1ncnc2c1ncn2Cc1nc2cccc(Cl)c2c(=O)n1-c1ccccc1F. RXN SMILES: [Cl:1][c:2]1[c:3]2[c:4](=[O:21])[n:5](-[c:14]3[c:15]([F:20])[cH:16][cH:17][cH:18][cH:19]3)[c:6]([CH2:12][Cl:13])[n:7][c:8]2[cH:9][cH:10][cH:11]1.[K+:32].[K+:33].[NH2:22][c:23]1[n:24][cH:25][n:26][c:27]2[nH:28][cH:29][n:30][c:31]12.[O-:34][C:35]([O-:36])=[O:37].[O:38]=[CH:39][N:40]([CH3:41])[CH3:42]>>[Cl:1][c:2]1[c:3]2[c:4](=[O:21])[n:5](-[c:14]3[c:15]([F:20])[cH:16][cH:17][cH:18][cH:19]3)[c:6]([CH2:12][n:28]3[c:27]4[n:26][cH:25][n:24][c:23]([NH2:22])[c:31]4[n:30][cH:29]3)[n:7][c:8]2[cH:9][cH:10][cH:11]1. The reactants are CC(C)(C)OC(=O)NCC(=O)O, ClCCl, COC(=O)c1cccc(-c2cccc(N)c2)c1, CCN=C=NCCCN(C)C, Cl. The product is COC(=O)c1cccc(-c2cccc(NC(=O)CNC(=O)OC(C)(C)C)c2)c1. As a reaction SMILES: [C:18]([CH3:19])([CH3:20])([CH3:21])[O:22][C:23](=[O:24])[NH:25][CH2:26][C:27](=[O:28])[OH:29].[CH2:42]([Cl:43])[Cl:44].[CH3:1][O:2][C:3](=[O:4])[c:5]1[cH:6][c:7](-[c:11]2[cH:12][c:13]([NH2:17])[cH:14][cH:15][cH:16]2)[cH:8][cH:9][cH:10]1.[CH3:31][N:32]([CH3:33])[CH2:34][CH2:35][CH2:36][N:37]=[C:38]=[N:39][CH2:40][CH3:41].[ClH:30]>>[CH3:1][O:2][C:3](=[O:4])[c:5]1[cH:6][c:7](-[c:11]2[cH:12][c:13]([NH:17][C:27]([CH2:26][NH:25][C:23]([O:22][C:18]([CH3:19])([CH3:20])[CH3:21])=[O:24])=[O:28])[cH:14][cH:15][cH:16]2)[cH:8][cH:9][cH:10]1. Run in P(=O)([O-])([O-])[O-] (phosphate). The reactants are CC1([C@@H](N2[C@H](S1)[C@@H](C2=O)NC(=O)CC=3C=CC=CC3)C(=O)O)C (penicillin G), O(C1=CC=CC=C1)CC(=O)NC(CC(=O)OCC)C#C[Si](C)(C)C (Racemic ethyl 3-(phenoxyacetamido)-5-(trimethylsilyl)-4-pentynoate), [OH-].[Na+] (sodium hydroxide). Reaction conditions: time 48 hour. RXN SMILES: [O:1]([CH2:8][C:9]([NH:11][CH:12]([C:19]#[C:20][Si:21]([CH3:24])([CH3:23])[CH3:22])[CH2:13][C:14]([O:16][CH2:17][CH3:18])=[O:15])=[O:10])[C:2]1[CH:7]=[CH:6][CH:5]=[CH:4][CH:3]=1.[OH-].[Na+].CC1(C)S[C@@H]2[C@H](NC(CC3C=CC=CC=3)=O)C(=O)N2[C@H]1C(O)=O>P([O-])([O-])([O-])=O>[CH2:17]([O:16][C:14](=[O:15])[CH2:13][C@H:12]([NH:11][C:9](=[O:10])[CH2:8][O:1][C:2]1[CH:3]=[CH:4][CH:5]=[CH:6][CH:7]=1)[C:19]#[C:20][Si:21]([CH3:22])([CH3:23])[CH3:24])[CH3:18] |f:1.2|. Yields the product amide, C(C)OC(C[C@@H](C#C[Si](C)(C)C)NC(COC1=CC=CC=C1)=O)=O ((S)-ethyl-3-(phenoxyacetamido)-5-(trimethylsilyl)-4-pentynoate). Procedure: Racemic ethyl 3-(phenoxyacetamido)-5-(trimethylsilyl)-4-pentynoate (1g) was suspended in phosphate buffer (250 mL, 0.01 molar, prepared from 0.1 molar pH 7.24 solution obtained from sigma). The pH of the solution was adjusted 7.8 using dilute sodium hydroxide. Under slow stirring, 100 units of immobilized penicillin G acylase (Boehringer-Mannheim) was added. The reaction mixture was stirred at room temperature for 48 hours. The reaction mixture was extracted with ethyl acetate (75 mL×3). The org...